This data is from the Open Reaction Database (ORD), a public repository of structured organic reaction records. The task is: describe an organic reaction: reactants, conditions, products, and yield As a reaction SMILES: [C:1]([CH3:2])(=[O:3])[c:4]1[cH:5][cH:6][c:7]([NH:20][C:21](=[O:22])[CH:23]2[CH2:24][CH2:25][N:26]([CH:29]([CH3:30])[CH3:31])[CH2:27][CH2:28]2)[c:8]([C:9](=[O:10])[NH:11][c:12]2[n:13][cH:14][c:15]([Cl:18])[cH:16][cH:17]2)[cH:19]1.[CH3:37][C:38](=[O:39])[O-:40].[CH3:41][OH:42].[ClH:32].[Na+:36].[O:33]([CH3:34])[NH2:35]>>[C:1]([CH3:2])([c:4]1[cH:5][cH:6][c:7]([NH:20][C:21](=[O:22])[CH:23]2[CH2:24][CH2:25][N:26]([CH:29]([CH3:30])[CH3:31])[CH2:27][CH2:28]2)[c:8]([C:9](=[O:10])[NH:11][c:12]2[n:13][cH:14][c:15]([Cl:18])[cH:16][cH:17]2)[cH:19]1)=[N:35][O:33][CH3:34]. Reactants: CC(=O)c1ccc(NC(=O)C2CCN(C(C)C)CC2)c(C(=O)Nc2ccc(Cl)cn2)c1, CC(=O)[O-], CO, Cl, [Na+], CON. The product is CON=C(C)c1ccc(NC(=O)C2CCN(C(C)C)CC2)c(C(=O)Nc2ccc(Cl)cn2)c1. Starting materials: ClC1=NC=C(C2=CC=C(C=C12)S(=O)(=O)N(C1(CCCC1)C(=O)OCC)CCOC1OCCCC1)Cl (Ethyl 1-{[(1,4-dichloro-7-isoquinolinyl)sulphonyl][2-(tetrahydro-2H-pyran-2-yloxy)ethyl]amino}cyclopentanecarboxylate), O (water), Cl.ClC1=CN=C(C2=CC(=CC=C12)S(=O)(=O)N1C2(CCCC2)C(OCC1)=O)N=C(N)N (N"-{4-Chloro-7-[(10-oxo-9-oxa-6-azaspiro [4.5]dec-6-yl)sulphonyl]-1-isoquinolinyl}guanidine hydrochloride), Cl.NC(=N)N (guanidine hydrochloride). The solvent is CS(=O)C (DMSO). Run at temperature 50 celsius, time 20 minute. The product is N (NH3), ClC1=CN=C(C2=CC(=CC=C12)S(=O)(=O)N(C1(CCCC1)C(=O)OCC)CCOC1OCCCC1)NC(=N)N (ethyl 1-{[(4-chloro-1-guanidino-7-isoquinolinyl)sulphonyl][2-(tetrahydro-2H-pyran-2-yloxy)ethyl]amino}cyclopentanecarboxylate). Reaction SMILES: Cl.ClC1C2C(=CC(S(N3CCOC(=O)C43CCCC4)(=O)=O)=CC=2)C(N=C(N)N)=[N:5]C=1.Cl.[NH2:32][C:33]([NH2:35])=[NH:34].Cl[C:37]1[C:46]2[C:41](=[CH:42][CH:43]=[C:44]([S:47]([N:50]([CH2:61][CH2:62][O:63][CH:64]3[CH2:69][CH2:68][CH2:67][CH2:66][O:65]3)[C:51]3([C:56]([O:58][CH2:59][CH3:60])=[O:57])[CH2:55][CH2:54][CH2:53][CH2:52]3)(=[O:49])=[O:48])[CH:45]=2)[C:40]([Cl:70])=[CH:39][N:38]=1.O>CS(C)=O>[NH3:5].[Cl:70][C:40]1[C:41]2[C:46](=[CH:45][C:44]([S:47]([N:50]([CH2:61][CH2:62][O:63][CH:64]3[CH2:69][CH2:68][CH2:67][CH2:66][O:65]3)[C:51]3([C:56]([O:58][CH2:59][CH3:60])=[O:57])[CH2:52][CH2:53][CH2:54][CH2:55]3)(=[O:48])=[O:49])=[CH:43][CH:42]=2)[C:37]([NH:34][C:33]([NH2:35])=[NH:32])=[N:38][CH:39]=1 |f:0.1,2.3|. Reported procedure: N"-{4-Chloro-7-[(10-oxo-9-oxa-6-azaspiro [4.5]dec-6-yl)sulphonyl]-1-isoquinolinyl}guanidine hydrochloride ##STR98## NaH (45 mg, 80% dispersion in mineral oil, 1.5 mmol) was added to a solution of guanidine hydrochloride (231 mg, 2.4 mmol) in DMSO (5 ml), and the solution stirred at 50° C. for 20 min. Ethyl 1-{[(1,4-dichloro-7-isoquinolinyl)sulphonyl][2-(tetrahydro-2H-pyran-2-yloxy)ethyl]amino}cyclopentanecarboxylate (330 mg, 0.6 mmol) was added and the reaction stirred at 70° C. for 21/2 h. The ... Starting materials: solution, [F-].C(CCC)[N+](CCCC)(CCCC)CCCC (tetrabutylammonium fluoride), [Si](C)(C)(C(C)(C)C)OCC1=CC(=C(S1)C(N)=NO)C (5-({[t-butyl(dimethyl)silyl]oxy}methyl)-N′-hydroxy-3-methylthiophene-2-carboximidamide), ON1N=NC2=C1C=CC=C2 (1-hydroxybenzotriazole), Cl.C(C)N=C=NCCCN(C)C (1-ethyl-3-(3-dimethylaminopropyl)carbodiimide hydrochloride), O(C1=CC=CC=C1)C1=CC=C(C(=O)O)C=C1 (4-phenoxybenzoic acid), Example 11 ( 11d ). The solvent is O1CCCC1 (tetrahydrofuran), O (water), O (water), C(C)#N (acetonitrile), O1CCCC1 (tetrahydrofuran). The product is CC=1C=C(SC1C1=NOC(=N1)C1=CC=C(C=C1)OC1=CC=CC=C1)CO ({4-Methyl-5-[5-(4-phenoxyphenyl)-1,2,4-oxadiazol-3-yl]-2-thienyl}methanol). Yield: 86.0%. RXN SMILES: [O:1]([C:8]1[CH:16]=[CH:15][C:11]([C:12]([OH:14])=O)=[CH:10][CH:9]=1)[C:2]1[CH:7]=[CH:6][CH:5]=[CH:4][CH:3]=1.ON1C2C=CC=CC=2N=N1.Cl.C(N=C=NCCCN(C)C)C.[Si]([O:46][CH2:47][C:48]1[S:52][C:51]([C:53](=[N:55]O)[NH2:54])=[C:50]([CH3:57])[CH:49]=1)(C(C)(C)C)(C)C.[F-].C([N+](CCCC)(CCCC)CCCC)CCC>C(#N)C.O1CCCC1.O>[CH3:57][C:50]1[CH:49]=[C:48]([CH2:47][OH:46])[S:52][C:51]=1[C:53]1[N:55]=[C:12]([C:11]2[CH:10]=[CH:9][C:8]([O:1][C:2]3[CH:3]=[CH:4][CH:5]=[CH:6][CH:7]=3)=[CH:16][CH:15]=2)[O:14][N:54]=1 |f:2.3,5.6|. Procedure: To a solution of 4-phenoxybenzoic acid (0.14 g, 0.63 mmol) in a mixture of acetonitrile (4 ml) and tetrahydrofuran (2 ml) were added successively 1-hydroxybenzotriazole (89 mg, 0.66 mmol), 1-ethyl-3-(3-dimethylaminopropyl)carbodiimide hydrochloride (0.13 g, 0.66 mmol) and 5-({[t-butyl(dimethyl)silyl]oxy}methyl)-N′-hydroxy-3-methylthiophene-2-carboximidamide (0.18 g, 0.60 mmol) that was obtained in Example 11 (11d) with stirring, and the resulting mixture was stirred at 50° C. for 30 minutes. Aft... The reactants are C1(CCCCC1)ON1C(CC(CC1(C)C)N)(C)C (1-cyclohexyloxy-4-amino-2,2,6,6-tetramethylpiperidine), C1(CCC(=O)O1)=O (succinic anhydride), imide, C(C)(=O)[O-].[Na+] (sodium acetate), C(C)(=O)OC(C)=O (acetic anhydride). The solvent is CC(=O)C (acetone), CC(=O)C (acetone), CN(C=O)C (dimethylformamide). Conditions: time 8 hour. The product is C1(CCCCC1)ON1C(CC(CC1(C)C)N1C(CCC1=O)=O)(C)C (N-(1-cyclohexyloxy-2,2,6,6-tetramethylpiperidin-4-yl) succinimide). RXN SMILES: [CH:1]1([O:7][N:8]2[C:13]([CH3:15])([CH3:14])[CH2:12][CH:11]([NH2:16])[CH2:10][C:9]2([CH3:18])[CH3:17])[CH2:6][CH2:5][CH2:4][CH2:3][CH2:2]1.[C:19]1(=O)[O:24][C:22](=[O:23])[CH2:21][CH2:20]1.C([O-])(=O)C.[Na+].C(OC(=O)C)(=O)C>CC(C)=O.CN(C)C=O>[CH:1]1([O:7][N:8]2[C:9]([CH3:18])([CH3:17])[CH2:10][CH:11]([N:16]3[C:22](=[O:23])[CH2:21][CH2:20][C:19]3=[O:24])[CH2:12][C:13]2([CH3:14])[CH3:15])[CH2:2][CH2:3][CH2:4][CH2:5][CH2:6]1 |f:2.3|. Procedure: A solution of 2.64 g of 1-cyclohexyloxy-4-amino-2,2,6,6-tetramethylpiperidine in 10 ml of acetone is added to a solution of 1.0 g of succinic anhydride in 25 ml of acetone. After stirring the reaction mixture at room temperature for 8 hours and removal of the solvent under reduced pressure, 3.54 g of the intermediate amide acid are obtained. A solution of the above (3.0 g), 0.1 g of sodium acetate and 3.1 ml of acetic anhydride in 10 ml of dimethylformamide is heated at 90° C. for 3 hours to eff... Starting materials: C1(=CC=CC=C1)SCN1S(=O)(=O)C2=CC(=CC(=C2C1=O)C(C)CC)OC (2-phenylthiomethyl-4-sec-butyl-6-methoxysaccharin), S(=O)(=O)(Cl)Cl (sulfuryl chloride). Solvent: C(Cl)Cl (CH2Cl2). Run at time 8 hour. Product: ClCN1S(=O)(=O)C2=CC(=CC(=C2C1=O)C(C)CC)OC (2-chloromethyl-4-sec-butyl-6-methoxysaccharin). Reaction SMILES: C1(S[CH2:8][N:9]2[C:19](=[O:20])[C:18]3[C:13](=[CH:14][C:15]([O:25][CH3:26])=[CH:16][C:17]=3[CH:21]([CH2:23][CH3:24])[CH3:22])[S:10]2(=[O:12])=[O:11])C=CC=CC=1.S(Cl)([Cl:30])(=O)=O>C(Cl)Cl>[Cl:30][CH2:8][N:9]1[C:19](=[O:20])[C:18]2[C:13](=[CH:14][C:15]([O:25][CH3:26])=[CH:16][C:17]=2[CH:21]([CH2:23][CH3:24])[CH3:22])[S:10]1(=[O:12])=[O:11]. Reported procedure: To a solution of 2-phenylthiomethyl-4-sec-butyl-6-methoxysaccharin (2.6 g) in CH2Cl2 (20 mL) was added sulfuryl chloride (0.7 mL). The mixture was stirred at ambient temperature overnight, and the solvent was removed in vacuo. The residue was treated with hexane and the mixture was sonicated for 6 hours. A precipitate formed with a collected by filtration to afford 1.33 g of 2-chloromethyl-4-sec-butyl-6-methoxysaccharin.